describe an organic reaction: reactants, conditions, products, and yield From a dataset of the Open Reaction Database (ORD), a public repository of structured organic reaction records. The reactants are Cl, [Li+], C1CCOC1, [OH-], O, CCOC(=O)CCCCCCC(=NOCc1ccc(OCc2nc(-c3ccco3)oc2C)cc1)c1ccccc1. Yields the product Cc1oc(-c2ccco2)nc1COc1ccc(CON=C(CCCCCCC(=O)O)c2ccccc2)cc1. RXN SMILES: [ClH:44].[Li+:3].[O:45]1[CH2:46][CH2:47][CH2:48][CH2:49]1.[OH-:2].[OH2:1].[o:4]1[c:5](-[c:9]2[o:10][c:11]([CH3:43])[c:12]([CH2:14][O:15][c:16]3[cH:17][cH:18][c:19]([CH2:20][O:21][N:22]=[C:23]([CH2:24][CH2:25][CH2:26][CH2:27][CH2:28][CH2:29][C:30](=[O:31])[O:32][CH2:33][CH3:34])[c:35]4[cH:36][cH:37][cH:38][cH:39][cH:40]4)[cH:41][cH:42]3)[n:13]2)[cH:6][cH:7][cH:8]1>>[o:4]1[c:5](-[c:9]2[o:10][c:11]([CH3:43])[c:12]([CH2:14][O:15][c:16]3[cH:17][cH:18][c:19]([CH2:20][O:21][N:22]=[C:23]([CH2:24][CH2:25][CH2:26][CH2:27][CH2:28][CH2:29][C:30](=[O:31])[OH:32])[c:35]4[cH:36][cH:37][cH:38][cH:39][cH:40]4)[cH:41][cH:42]3)[n:13]2)[cH:6][cH:7][cH:8]1.